From a dataset of the Open Reaction Database (ORD), a public repository of structured organic reaction records. describe an organic reaction: reactants, conditions, products, and yield The reactants are ClC=1C=C(C(=NC1)C(=O)C1=C(C(=O)O)C=CC=C1)NS(=O)(=O)C1=CC(=C(C=C1)Cl)C(F)(F)F (2-[5-Chloro-3-(4-chloro-3-trifluoromethyl-benzenesulfonylamino)-pyridine-2-carbonyl]-benzoic acid), O.NN (hydrazine hydrate). Run in C(C)O (ethanol). Product: ClC1=C(C=C(C=C1)S(=O)(=O)NC=1C(=NC=C(C1)Cl)C1=NNC(C2=CC=CC=C12)=O)C(F)(F)F (4-Chloro-N-[5-chloro-2-(4-oxo-3,4-dihydro-phthalazin-1-yl)-pyridin-3-yl]-3-trifluoromethyl-benzenesulfonamide). Yield: 67.1%. RXN SMILES: [Cl:1][C:2]1[CH:3]=[C:4]([NH:19][S:20]([C:23]2[CH:28]=[CH:27][C:26]([Cl:29])=[C:25]([C:30]([F:33])([F:32])[F:31])[CH:24]=2)(=[O:22])=[O:21])[C:5]([C:8]([C:10]2[CH:18]=[CH:17][CH:16]=[CH:15][C:11]=2[C:12]([OH:14])=O)=O)=[N:6][CH:7]=1.O.[NH2:35][NH2:36]>C(O)C>[Cl:29][C:26]1[CH:27]=[CH:28][C:23]([S:20]([NH:19][C:4]2[C:5]([C:8]3[C:10]4[C:11](=[CH:15][CH:16]=[CH:17][CH:18]=4)[C:12](=[O:14])[NH:36][N:35]=3)=[N:6][CH:7]=[C:2]([Cl:1])[CH:3]=2)(=[O:21])=[O:22])=[CH:24][C:25]=1[C:30]([F:33])([F:32])[F:31] |f:1.2|. Reported procedure: A mixture of 2-[5-Chloro-3-(4-chloro-3-trifluoromethyl-benzenesulfonylamino)-pyridine-2-carbonyl]-benzoic acid (18 mg, 0.0347 mmol) and 2.3 mg of hydrazine hydrate in 1.0 ml of ethanol was refluxed for 4 hours. After cooled to room temperature the mixture was concentrated and the residue was purified via preparative TLC to afford 12 mg of title compound as a white powder. MS: (M+H)/z=515.2. The reactants are CC(C)(C)OC(=O)CC(CCCC1CCCCC1)c1nc(CN)no1, CN(C)CC(=O)O. The product is CN(C)CC(=O)NCc1noc(C(CCCC2CCCCC2)CC(=O)OC(C)(C)C)n1. RXN SMILES: [C:1]([CH3:2])([CH3:3])([CH3:4])[O:5][C:6]([CH2:7][CH:8]([CH2:9][CH2:10][CH2:11][CH:12]1[CH2:13][CH2:14][CH2:15][CH2:16][CH2:17]1)[c:18]1[n:19][c:20]([CH2:23][NH2:24])[n:21][o:22]1)=[O:25].[CH3:26][N:27]([CH3:28])[CH2:29][C:30]([OH:31])=[O:32]>>[C:1]([CH3:2])([CH3:3])([CH3:4])[O:5][C:6]([CH2:7][CH:8]([CH2:9][CH2:10][CH2:11][CH:12]1[CH2:13][CH2:14][CH2:15][CH2:16][CH2:17]1)[c:18]1[n:19][c:20]([CH2:23][NH:24][C:30]([CH2:29][N:27]([CH3:26])[CH3:28])=[O:31])[n:21][o:22]1)=[O:25]. The reactants are CN(CC(=O)NC1=CC=C(C=C1)[C@H]1CN(CCO1)[C@H](C)C1=CC=CC=C1)C (N2,N2-dimethyl-N1-(4-((2S)-4-((1R)-1-phenylethyl)morpholin-2-yl)phenyl)glycinamide), C(=O)[O-].[NH4+] (ammonium formate), O1CCCC1 (tetrahydrofuran), CO (methanol). The reagents and catalysts are [Pd] (palladium on carbon). Solvent: O (water). Reaction conditions: temperature 95 celsius, time 3 hour. The product is CN(CC(=O)NC1=CC=C(C=C1)[C@H]1CNCCO1)C (N2,N2-dimethyl-N1-(4-((2S)-morpholin-2-yl)phenyl)glycinamide). Isolated yield 95.7%. RXN SMILES: [CH3:1][N:2]([CH3:27])[CH2:3][C:4]([NH:6][C:7]1[CH:12]=[CH:11][C:10]([C@@H:13]2[O:18][CH2:17][CH2:16][N:15]([C@@H](C3C=CC=CC=3)C)[CH2:14]2)=[CH:9][CH:8]=1)=[O:5].C([O-])=O.[NH4+].O1CCCC1.CO>[Pd].O>[CH3:1][N:2]([CH3:27])[CH2:3][C:4]([NH:6][C:7]1[CH:8]=[CH:9][C:10]([C@@H:13]2[O:18][CH2:17][CH2:16][NH:15][CH2:14]2)=[CH:11][CH:12]=1)=[O:5] |f:1.2|. Reported procedure: To a solution of N2,N2-dimethyl-N1-(4-((2S)-4-((1R)-1-phenylethyl)morpholin-2-yl)phenyl)glycinamide (0.91 g, 2.5 mmol) and ammonium formate (0.79 g, 12.5 mmol) in mixture of tetrahydrofuran (20 ml), methanol (40 ml) and water (7 ml) was added 10% palladium on carbon (wet, 300 mg) and stirred at 95° C. for 3 hours. After filtration, the solvent was removed in vacuo and the residue was partitioned between water and dichloromethane. The organic layer was dried over anhydrous sodium sulfate and the ... Starting materials: CC(C)(C)OC(=O)Nc1ccc(O)cc1, CC(C)(C)[O-], CNc1nccc(Cl)c1[N+](=O)[O-], [K+], CN(C)C=O. Yields the product CNc1nccc(Oc2ccc(NC(=O)OC(C)(C)C)cc2)c1[N+](=O)[O-]. As a reaction SMILES: [C:1](=[O:2])([O:3][C:4]([CH3:5])([CH3:6])[CH3:7])[NH:8][c:9]1[cH:10][cH:11][c:12]([OH:15])[cH:13][cH:14]1.[CH3:16][C:17]([CH3:18])([O-:19])[CH3:20].[Cl:22][c:23]1[c:24]([N+:31](=[O:32])[O-:33])[c:25]([NH:29][CH3:30])[n:26][cH:27][cH:28]1.[K+:21].[O:34]=[CH:35][N:36]([CH3:37])[CH3:38]>>[C:1](=[O:2])([O:3][C:4]([CH3:5])([CH3:6])[CH3:7])[NH:8][c:9]1[cH:10][cH:11][c:12]([O:15][c:23]2[c:24]([N+:31](=[O:32])[O-:33])[c:25]([NH:29][CH3:30])[n:26][cH:27][cH:28]2)[cH:13][cH:14]1. The reactants are C(C)N1N=C(C(=C1)C1=C2C(=NC=C1)N(C(=C2)C=2CCN(CC2)C(=O)OC(C)(C)C)S(=O)(=O)C2=CC=CC=C2)C2=CC=C(C=C2)[N+](=O)[O-] (1,1-dimethylethyl 4-[4-[1-ethyl-3-(4-nitrophenyl)-1H-pyrazol-4-yl]-1-(phenylsulfonyl)-1H-pyrrolo[2,3-b]pyridin-2-yl]-3,6-dihydro-1(2H)-pyridinecarboxylate). The reagents and catalysts are [OH-].[Pd+2].[OH-].[C] (palladium(II) hydroxide Carbon). The solvent is C(C)(=O)OCC (ethyl acetate). Run at time 16 hour. Yields the product NC1=CC=C(C=C1)C1=NN(C=C1C1=C2C(=NC=C1)N(C(=C2)C=2CCN(CC2)C(=O)OC(C)(C)C)S(=O)(=O)C2=CC=CC=C2)CC (1,1-dimethylethyl 4-[4-[3-(4-aminophenyl)-1-ethyl-1H-pyrazol-4-yl]-1-(phenylsulfonyl)-1H-pyrrolo[2,3-b]pyridin-2-yl]-3,6-dihydro-1(2H)-pyridinecarboxylate). Reaction SMILES: [CH2:1]([N:3]1[CH:7]=[C:6]([C:8]2[CH:13]=[CH:12][N:11]=[C:10]3[N:14]([S:30]([C:33]4[CH:38]=[CH:37][CH:36]=[CH:35][CH:34]=4)(=[O:32])=[O:31])[C:15]([C:17]4[CH2:18][CH2:19][N:20]([C:23]([O:25][C:26]([CH3:29])([CH3:28])[CH3:27])=[O:24])[CH2:21][CH:22]=4)=[CH:16][C:9]=23)[C:5]([C:39]2[CH:44]=[CH:43][C:42]([N+:45]([O-])=O)=[CH:41][CH:40]=2)=[N:4]1)[CH3:2]>C(OCC)(=O)C.[OH-].[Pd+2].[OH-].[C]>[NH2:45][C:42]1[CH:41]=[CH:40][C:39]([C:5]2[C:6]([C:8]3[CH:13]=[CH:12][N:11]=[C:10]4[N:14]([S:30]([C:33]5[CH:38]=[CH:37][CH:36]=[CH:35][CH:34]=5)(=[O:31])=[O:32])[C:15]([C:17]5[CH2:18][CH2:19][N:20]([C:23]([O:25][C:26]([CH3:29])([CH3:28])[CH3:27])=[O:24])[CH2:21][CH:22]=5)=[CH:16][C:9]=34)=[CH:7][N:3]([CH2:1][CH3:2])[N:4]=2)=[CH:44][CH:43]=1 |f:2.3.4.5|. Reported procedure: A solution of 1,1-dimethylethyl 4-[4-[1-ethyl-3-(4-nitrophenyl)-1H-pyrazol-4-yl]-1-(phenylsulfonyl)-1H-pyrrolo[2,3-b]pyridin-2-yl]-3,6-dihydro-1(2H)-pyridinecarboxylate (0.46 mmol) in ethyl acetate (5 mL) was purged with nitrogen and palladium(II) hydroxide/Carbon (30 mg of 20 wt. % palladium) added. The reaction was purged with hydrogen gas and allowed to stir vigorously under 1 atm of hydrogen. After 16 h, the reaction was purged with nitrogen and filtered though a pad of Celite (rinsing with ...